Dataset: the Open Reaction Database (ORD), a public repository of structured organic reaction records. Task: describe an organic reaction: reactants, conditions, products, and yield The reactants are COc1cc2ncnc(Sc3cccc(N)c3)c2cc1OC, CN(C)c1ccncc1, CCN(C(C)C)C(C)C, O=C(Nc1cc(CN2CCOCC2)cc(C(F)(F)F)c1)Oc1ccccc1. The product is COc1cc2ncnc(Sc3cccc(NC(=O)Nc4cc(CN5CCOCC5)cc(C(F)(F)F)c4)c3)c2cc1OC. Reaction SMILES: [CH3:28][O:29][c:30]1[cH:31][c:32]2[c:33]([S:42][c:43]3[cH:44][c:45]([NH2:46])[cH:47][cH:48][cH:49]3)[n:34][cH:35][n:36][c:37]2[cH:38][c:39]1[O:40][CH3:41].[CH3:59][N:60]([c:61]1[cH:62][cH:63][n:64][cH:65][cH:66]1)[CH3:67].[CH:50]([N:51]([CH:52]([CH3:53])[CH3:54])[CH2:55][CH3:56])([CH3:57])[CH3:58].[O:1]1[CH2:2][CH2:3][N:4]([CH2:7][c:8]2[cH:9][c:10]([NH:18][C:19]([O:20][c:21]3[cH:22][cH:23][cH:24][cH:25][cH:26]3)=[O:27])[cH:11][c:12]([C:14]([F:15])([F:16])[F:17])[cH:13]2)[CH2:5][CH2:6]1>>[O:1]1[CH2:2][CH2:3][N:4]([CH2:7][c:8]2[cH:9][c:10]([NH:18][C:19](=[O:27])[NH:46][c:45]3[cH:44][c:43]([S:42][c:33]4[c:32]5[cH:31][c:30]([O:29][CH3:28])[c:39]([O:40][CH3:41])[cH:38][c:37]5[n:36][cH:35][n:34]4)[cH:49][cH:48][cH:47]3)[cH:11][c:12]([C:14]([F:15])([F:16])[F:17])[cH:13]2)[CH2:5][CH2:6]1. Reactants: COC(CC(C)NC)=O (3-Methylamino-butyric acid methyl ester), C(C=C)(=O)OC (methyl acrylate). Solvent: hexanes. The product is COC(CC(C)N(C)CCC(=O)OC)=O (3-[(2-Methoxycarbonyl-ethyl)-methyl-amino]-butyric acid methyl ester). Yield: 57.9%. As a reaction SMILES: [CH3:1][O:2][C:3](=[O:9])[CH2:4][CH:5]([NH:7][CH3:8])[CH3:6].[C:10]([O:14][CH3:15])(=[O:13])[CH:11]=[CH2:12]>>[CH3:1][O:2][C:3](=[O:9])[CH2:4][CH:5]([N:7]([CH2:12][CH2:11][C:10]([O:14][CH3:15])=[O:13])[CH3:8])[CH3:6]. Reported procedure: 3-Methylamino-butyric acid methyl ester (7.6 g, 58 mmol, 1.0 equiv) was added neat to methyl acrylate (7.5 g, 87 mmol, 1.5 equiv). The resulting solution was refluxed for 16 h. The reaction was cooled and diluted with hexanes (200 mL) and an insoluble polymer separated out. The hexane solution was decanted and the polymer washed 2×100 mL hexanes with vigorous stirring. The combined hexane solutions were then concentrated in vacuo. The crude product was purified by flash chromatography on SiO2 us... Starting materials: C(C1=CC=CC=C1)(=O)OC1CC(N(C(C1)(C)C)O)(C)C (4-benzoyloxy-1-oxyl-2,2,6,6-tetramethylpiperidine), C(C)(C)(C)OO (tert-butyl hydroperoxide), C1CCCC2=CC=CC=C12 (1,2,3,4-tetrahydronaphthalene), N-oxyl. Reagents/catalysts: [Mo](=O)(=O)=O (molybdenum trioxide). Yields the product C(C1=CC=CC=C1)(=O)OC1CC(N(C(C1)(C)C)OC1CCC(C2=CC=CC=C12)ON1C(CC(CC1(C)C)OC(C1=CC=CC=C1)=O)(C)C)(C)C (1,4-Bis(4-benzoyloxy-2,2,6,6-tetramethylpiperidin-1-yloxy)-1,2,3,4-tetrahydronaphthalene). Reaction SMILES: [C:1]([O:9][CH:10]1[CH2:15][C:14]([CH3:17])([CH3:16])[N:13]([OH:18])[C:12]([CH3:20])([CH3:19])[CH2:11]1)(=[O:8])[C:2]1[CH:7]=[CH:6][CH:5]=[CH:4][CH:3]=1.[C:21]([O:25]O)(C)([CH3:23])[CH3:22].[CH2:27]1[C:36]2[C:31](=[CH:32][CH:33]=[CH:34][CH:35]=2)[CH2:30][CH2:29][CH2:28]1>[Mo](=O)(=O)=O>[C:1]([O:9][CH:10]1[CH2:11][C:12]([CH3:20])([CH3:19])[N:13]([O:18][CH:35]2[C:36]3[C:31](=[CH:30][CH:29]=[CH:28][CH:27]=3)[CH:32]([O:18][N:13]3[C:14]([CH3:16])([CH3:15])[CH2:23][CH:21]([O:25][C:1](=[O:8])[C:2]4[CH:7]=[CH:6][CH:5]=[CH:4][CH:3]=4)[CH2:22][C:12]3([CH3:19])[CH3:11])[CH2:33][CH2:34]2)[C:14]([CH3:16])([CH3:17])[CH2:15]1)(=[O:8])[C:2]1[CH:3]=[CH:4][CH:5]=[CH:6][CH:7]=1. Procedure details: A mixture of 80 mmol of 4-benzoyloxy-1-oxyl-2,2,6,6-tetramethylpiperidine, 300 mmol of 90% tert-butyl hydroperoxide, 5 mmol of molybdenum trioxide and 80 ml of 1,2,3,4-tetrahydronaphthalene (tetralin) is heated at 135° C. in a Fischer-Porter pressure bottle till the red color of the N-oxyl starting material is no longer visible. Purification of the crude reaction mixture by flash chromatography affords the title compound. Reactants: C12OCC(N(C1)C1=C3C(=NC(=N1)C1=CC=C(N)C=C1)N(N=C3)CC(F)(F)F)CC2 (4-(4-(2-oxa-5-azabicyclo[2.2.2]octan-5-yl)-1-(2,2,2-trifluoroethyl)-1H-pyrazolo[3,4-d]pyrimidin-6-yl)aniline), ClC(Cl)(OC(OC(Cl)(Cl)Cl)=O)Cl (triphosgene), CN (methylamine), N(=C=O)C1=CC=C(C=C1)C1=NC(=C2C(=N1)N(N=C2)CC(F)(F)F)N2C1COC(C2)CC1 (5-(6-(4-isocyanatophenyl)-1-(2,2,2-trifluoroethyl)-1H-pyrazolo[3,4-d]pyrimidin-4-yl)-2-oxa-5-azabicyclo[2.2.2]octane). The solvent is ClCCl (dichloromethane), C(C)N(CC)CC (triethylamine), O1CCCC1 (tetrahydrofuran), ClCCl (dichloromethane). Yields the product C12OCC(N(C1)C1=C3C(=NC(=N1)C1=CC=C(C=C1)NC(=O)NC)N(N=C3)CC(F)(F)F)CC2 (1-(4-(4-(2-oxa-5-azabicyclo[2.2.2]octan-5-yl)-1-(2,2,2-trifluoroethyl)-1H-pyrazolo[3,4-d]pyrimidin-6-yl)phenyl)-3-methylurea). Reaction SMILES: [CH:1]12[CH2:29][CH2:28][CH:4]([N:5]([C:7]3[N:12]=[C:11]([C:13]4[CH:19]=[CH:18][C:16]([NH2:17])=[CH:15][CH:14]=4)[N:10]=[C:9]4[N:20]([CH2:23][C:24]([F:27])([F:26])[F:25])[N:21]=[CH:22][C:8]=34)[CH2:6]1)[CH2:3][O:2]2.ClC(Cl)(OC(=O)OC(Cl)(Cl)Cl)Cl.CN.[N:44]([C:47]1C=CC(C2N=C3N(CC(F)(F)F)N=CC3=C(N3CC4CCC3CO4)N=2)=CC=1)=[C:45]=[O:46]>ClCCl.O1CCCC1.C(N(CC)CC)C>[CH:1]12[CH2:29][CH2:28][CH:4]([N:5]([C:7]3[N:12]=[C:11]([C:13]4[CH:14]=[CH:15][C:16]([NH:17][C:45]([NH:44][CH3:47])=[O:46])=[CH:18][CH:19]=4)[N:10]=[C:9]4[N:20]([CH2:23][C:24]([F:26])([F:27])[F:25])[N:21]=[CH:22][C:8]=34)[CH2:6]1)[CH2:3][O:2]2. Procedure details: A solution of 4-(4-(2-oxa-5-azabicyclo[2.2.2]octan-5-yl)-1-(2,2,2-trifluoroethyl)-1H-pyrazolo[3,4-d]pyrimidin-6-yl)aniline (50 mg, 0.12 mmol) in dichloromethane (2.5 mL) was treated triethylamine (160 μL), followed by triphosgene (27 mg, 0.09 mmol) as a solution in dichloromethane (1 mL). After the passage of 5 minutes, the appropriate nucleophile—in the case, 2.0 M methylamine solution in tetrahydrofuran (1.2 mL)—was added to the 5-(6-(4-isocyanatophenyl)-1-(2,2,2-trifluoroethyl)-1H-pyrazolo[3,...